Dataset: the Open Reaction Database (ORD), a public repository of structured organic reaction records. Task: describe an organic reaction: reactants, conditions, products, and yield Reactants: COC(=O)SSCC(=O)NC(C(=O)O)CC(=O)O ((methoxycarbonyldithio)ethylamidosuccinic acid), SC(C)O (mercaptoethanol). The solvent is CO (methanol), CO (methanol). Reaction conditions: temperature 0 celsius, time 3.5 hour. Product: OCCSSCC(=O)NC(C(=O)O)CC(=O)O ((2-hydroxyethyldithio)ethylamidosuccinic acid). Yield: 74.6%. RXN SMILES: CO[C:3]([S:5][S:6][CH2:7][C:8]([NH:10][CH:11]([CH2:15][C:16]([OH:18])=[O:17])[C:12]([OH:14])=[O:13])=[O:9])=O.S[CH:20]([OH:22])C>CO>[OH:22][CH2:20][CH2:3][S:5][S:6][CH2:7][C:8]([NH:10][CH:11]([CH2:15][C:16]([OH:18])=[O:17])[C:12]([OH:14])=[O:13])=[O:9]. Procedure details: A round bottomed flask was charged with 399.6 mg (1 eq., 1.495 mmole) (methoxycarbonyldithio)ethylamidosuccinic acid dissolved in 5 ml methanol, cooled to 0° C., purged with argon, and then treated dropwise with a solution of 110.9 mg (0.95 eq., 995.9 μl, 1.42 mmole) mercaptoethanol in 4 ml methanol over a 30 min period. The stirred solution was allowed to warm to room temperature over 1 hour and then stirred at this temperature for an additional 3.5 hours, after which, the solvent was evaporate... Reaction SMILES: [Cl:1][C:2]1[C:7]([Cl:8])=[CH:6][CH:5]=[CH:4][C:3]=1/[CH:9]=[CH:10]/[C:11]([C:13]1[CH:18]=[CH:17][C:16]([OH:19])=[C:15]([CH3:20])[CH:14]=1)=O.[NH2:21][C:22]([NH2:24])=[O:23]>Cl.O1CCOCC1>[Cl:1][C:2]1[C:7]([Cl:8])=[CH:6][CH:5]=[CH:4][C:3]=1[C:9]1[NH:24][C:22](=[O:23])[N:21]=[C:11]([C:13]2[CH:18]=[CH:17][C:16]([OH:19])=[C:15]([CH3:20])[CH:14]=2)[CH:10]=1 |f:2.3|. Run at temperature 120 celsius. Run in Cl.O1CCOCC1 (HCl dioxane). Yield: 25.2%. Procedure: A mixture of (E)-3-(2,3-dichlorophenyl)-1-(4-hydroxy-3-methylphenyl)prop-2-en-1-one (123 mg, 0.4 mmol) and urea (28 mg, 2.0 mmol,) (SIGMA-ALDRICH) in 4N HCl/dioxane (5 mL) was heated to 120° C. in a sealed vessel overnight. The reaction was complete as determined by LCMS, and the solution was cooled to room temperature. The crude reaction mixture was purified by reverse-phase HPLC (acetonitrile/10 mM aqueous ammonium acetate) to yield the desired product (35 mg, 25%) 1H NMR (400 MHz, d6-DMSO): 7... Product: ClC1=C(C=CC=C1Cl)C1=CC(=NC(N1)=O)C1=CC(=C(C=C1)O)C (6-(2,3-dichlorophenyl)-4-(4-hydroxy-3-methylphenyl)pyrimidin-2(1H)-one). The reactants are ClC1=C(C=CC=C1Cl)/C=C/C(=O)C1=CC(=C(C=C1)O)C ((E)-3-(2,3-dichlorophenyl)-1-(4-hydroxy-3-methylphenyl)prop-2-en-1-one), NC(=O)N (urea). Starting materials: CCOC(C)=O, CN(C(=O)c1cc2c(s1)-c1ccc(C(=O)NCCS(C)(=O)=O)cc1OCC2)c1cc(C(=O)N2CCN(C(=O)OC(C)(C)C)CC2)ccc1Cl, Cl. Product: CN(C(=O)c1cc2c(s1)-c1ccc(C(=O)NCCS(C)(=O)=O)cc1OCC2)c1cc(C(=O)N2CCNCC2)ccc1Cl. As a reaction SMILES: [CH3:51][CH2:52][O:53][C:54]([CH3:55])=[O:56].[Cl:2][c:3]1[c:4]([N:24]([C:25](=[O:26])[c:27]2[cH:28][c:29]3[c:30]([s:49]2)-[c:31]2[c:32]([cH:36][c:37]([C:40]([NH:41][CH2:42][CH2:43][S:44](=[O:45])(=[O:46])[CH3:47])=[O:48])[cH:38][cH:39]2)[O:33][CH2:34][CH2:35]3)[CH3:50])[cH:5][c:6]([C:7](=[O:8])[N:9]2[CH2:10][CH2:11][N:12]([C:15]([O:16][C:17]([CH3:18])([CH3:19])[CH3:20])=[O:21])[CH2:13][CH2:14]2)[cH:22][cH:23]1.[ClH:1]>>[Cl:2][c:3]1[c:4]([N:24]([C:25](=[O:26])[c:27]2[cH:28][c:29]3[c:30]([s:49]2)-[c:31]2[c:32]([cH:36][c:37]([C:40]([NH:41][CH2:42][CH2:43][S:44](=[O:45])(=[O:46])[CH3:47])=[O:48])[cH:38][cH:39]2)[O:33][CH2:34][CH2:35]3)[CH3:50])[cH:5][c:6]([C:7](=[O:8])[N:9]2[CH2:10][CH2:11][NH:12][CH2:13][CH2:14]2)[cH:22][cH:23]1. Reactants: FC1=C(C=CC(=C1)F)[C@](C)([C@@](C)(SC1CCN(CC1)C(=O)OC(C)(C)C)N1N=CN=C1)O ((2R,3R)-2-(2,4-difluorophenyl)-3-(1H-1,2,4-triazol-1-yl)-3-[[1-(tert-butoxycarbonyl)piperidin-4-yl]thio]-2-butanol), C(C)(=O)OCC.Cl (hydrogen chloride-ethyl acetate). The solvent is C(C)(=O)OCC (ethyl acetate). Run at temperature 40 celsius, time 8 hour. Product: Cl.Cl.FC1=C(C=CC(=C1)F)[C@](C)([C@@](C)(SC1CCNCC1)N1N=CN=C1)O ((2R,3R)-2-(2,4-Difluorophenyl)-3-(1H-1,2,4-triazol-1-yl)-3-[(piperidin-4-yl)thio]-2-butanol dihydrochloride). Isolated yield 100.0%. As a reaction SMILES: [F:1][C:2]1[CH:7]=[C:6]([F:8])[CH:5]=[CH:4][C:3]=1[C@@:9]([OH:32])([C@:11]([N:27]1[CH:31]=[N:30][CH:29]=[N:28]1)([S:13][CH:14]1[CH2:19][CH2:18][N:17](C(OC(C)(C)C)=O)[CH2:16][CH2:15]1)[CH3:12])[CH3:10].C(OCC)(=O)C.[ClH:39]>C(OCC)(=O)C>[ClH:39].[ClH:39].[F:1][C:2]1[CH:7]=[C:6]([F:8])[CH:5]=[CH:4][C:3]=1[C@@:9]([OH:32])([C@:11]([N:27]1[CH:31]=[N:30][CH:29]=[N:28]1)([S:13][CH:14]1[CH2:19][CH2:18][NH:17][CH2:16][CH2:15]1)[CH3:12])[CH3:10] |f:1.2,4.5.6|. Procedure details: In 20 ml of ethyl acetate were dissolved 557 mg (1.05 mmol) of (2R,3R)-2-(2,4-difluorophenyl)-3-(1H-1,2,4-triazol-1-yl)-3-[[1-(tert-butoxycarbonyl)piperidin-4-yl]thio]-2-butanol, and 2.63 ml (10.5 mmol) of a 4N hydrogen chloride-ethyl acetate solution were added to the solution, followed by stirring of the resulting mixture at 40° C. for 8 hours. After cooling, the precipitated solid was collected by filtration and washed with hexane to obtain 460 mg (yield: 100%) of the desired compound as a co... The reactants are CO, O=C(O)c1cc(N(CC2CC2)C2CCCCC2)ncn1, Cc1cc(S(N)(=O)=O)ccc1N. Product: Cc1cc(S(N)(=O)=O)ccc1NC(=O)c1cc(N(CC2CC2)C2CCCCC2)ncn1. Reaction SMILES: [CH3:33][OH:34].[CH:1]1([N:7]([c:8]2[cH:9][c:10]([C:14](=[O:15])[OH:16])[n:11][cH:12][n:13]2)[CH2:17][CH:18]2[CH2:19][CH2:20]2)[CH2:2][CH2:3][CH2:4][CH2:5][CH2:6]1.[NH2:21][c:22]1[c:23]([CH3:32])[cH:24][c:25]([S:28](=[O:29])(=[O:30])[NH2:31])[cH:26][cH:27]1>>[CH:1]1([N:7]([c:8]2[cH:9][c:10]([C:14](=[O:16])[NH:21][c:22]3[c:23]([CH3:32])[cH:24][c:25]([S:28](=[O:29])(=[O:30])[NH2:31])[cH:26][cH:27]3)[n:11][cH:12][n:13]2)[CH2:17][CH:18]2[CH2:19][CH2:20]2)[CH2:2][CH2:3][CH2:4][CH2:5][CH2:6]1. Starting materials: COC(=O)c1ccc(CCCN)s1, CCN(C(C)C)C(C)C, O=Cc1ccc(-c2nccs2)cc1. The product is COC(=O)c1ccc(CCCNCc2ccc(-c3nccs3)cc2)s1. As a reaction SMILES: [CH3:1][O:2][C:3](=[O:4])[c:5]1[s:6][c:7]([CH2:10][CH2:11][CH2:12][NH2:13])[cH:8][cH:9]1.[CH:27]([N:28]([CH2:29][CH3:30])[CH:31]([CH3:32])[CH3:33])([CH3:34])[CH3:35].[s:14]1[c:15](-[c:19]2[cH:20][cH:21][c:22]([CH:23]=[O:24])[cH:25][cH:26]2)[n:16][cH:17][cH:18]1>>[CH3:1][O:2][C:3](=[O:4])[c:5]1[s:6][c:7]([CH2:10][CH2:11][CH2:12][NH:13][CH2:23][c:22]2[cH:21][cH:20][c:19](-[c:15]3[s:14][cH:18][cH:17][n:16]3)[cH:26][cH:25]2)[cH:8][cH:9]1. Reactants: C(CC)C1CCC(CC1)C1=CC=C(C=C1)O (4-(4-propylcyclohexyl)phenol), monoacrylate, ( h ), C1(=CC=CC=C1)C1=CC=C(C=C1)O (4-phenylphenol). Product: C(CC)[C@@H]1CC[C@H](CC1)C1=CC=C(C=C1)OCCCCCCOC(C=C)=O (1-propyl-4-(4-(6-acryloyloxyhexyloxy)phenyl)trans-cyclohexane). Reaction SMILES: C1([C:7]2[CH:12]=[CH:11][C:10]([OH:13])=[CH:9][CH:8]=2)C=CC=CC=1.[CH2:14]([CH:17]1[CH2:22][CH2:21][CH:20]([C:23]2[CH:28]=[CH:27][C:26]([OH:29])=[CH:25][CH:24]=2)[CH2:19][CH2:18]1)[CH2:15][CH3:16]>>[CH2:14]([C@H:17]1[CH2:18][CH2:19][C@H:20]([C:23]2[CH:28]=[CH:27][C:26]([O:29][CH2:11][CH2:12][CH2:7][CH2:8][CH2:9][CH2:10][O:13][C:10](=[O:13])[CH:9]=[CH2:8])=[CH:25][CH:24]=2)[CH2:21][CH2:22]1)[CH2:15][CH3:16]. Reported procedure: With the exception of replacing the 4-phenylphenol from the synthesis example 1 with 4-(4-propylcyclohexyl)phenol, 15 g of a monoacrylate containing a group (h): 1-propyl-4-(4-(6-acryloyloxyhexyloxy)phenyl)trans-cyclohexane was obtained in the same manner as the synthesis example 1. Hereafter this monoacrylate is abbreviated as (A-6). Starting materials: C(C)NC=1C(=NC=CC1)N1CCN(CC1)C(=O)C1=CC=C(C(=O)O)C=C1 (4-[1-[3-(ethylamino)-2-pyridyl]piperazin-4-yl-carbonyl]benzoic acid), C(C)NCCO (2-(ethylamino)ethanol). Product: C(C)N(C(=O)C1=CC=C(C=C1)C(=O)N1CCN(CC1)C1=NC=CC=C1NCC)CCO (1-[N-Ethyl-N-(2-hydroxyethyl)carbamoyl]-4-[1-[3-(ethylamino)-2-pyridyl]piperazin-4-yl-carbonyl]benzene). Isolated yield 72.0%. As a reaction SMILES: [CH2:1]([NH:3][C:4]1[C:5]([N:10]2[CH2:15][CH2:14][N:13]([C:16]([C:18]3[CH:26]=[CH:25][C:21]([C:22]([OH:24])=O)=[CH:20][CH:19]=3)=[O:17])[CH2:12][CH2:11]2)=[N:6][CH:7]=[CH:8][CH:9]=1)[CH3:2].[CH2:27]([NH:29][CH2:30][CH2:31][OH:32])[CH3:28]>>[CH2:27]([N:29]([CH2:30][CH2:31][OH:32])[C:22]([C:21]1[CH:20]=[CH:19][C:18]([C:16]([N:13]2[CH2:14][CH2:15][N:10]([C:5]3[C:4]([NH:3][CH2:1][CH3:2])=[CH:9][CH:8]=[CH:7][N:6]=3)[CH2:11][CH2:12]2)=[O:17])=[CH:26][CH:25]=1)=[O:24])[CH3:28]. Procedure: By the same procedure as described in the example 1, synthesis was carried out starting with 4-[1-[3-(ethylamino)-2-pyridyl]piperazin-4-yl-carbonyl]benzoic acid and using 2-(ethylamino)ethanol. Then, the product was recrystallized using ethyl acetate and hexane to give the desired compound. Product: CCCCn1c(=O)c(C(=O)OCC)c(N)c2cnc(C)nc21. Reactants: CCCCI, CCOC(=O)c1c(N)c2cnc(C)nc2[nH]c1=O, CN(C)C=O, [Na], O. Reaction SMILES: [CH2:25]([CH2:26][CH2:27][CH3:28])[I:29].[CH2:2]([CH3:3])[O:4][C:5](=[O:6])[c:7]1[c:8]([NH2:19])[c:9]2[c:10]([n:11][c:12]([CH3:15])[n:13][cH:14]2)[nH:16][c:17]1=[O:18].[CH3:20][N:21]([CH3:22])[CH:23]=[O:24].[Na:1].[OH2:30]>>[CH2:2]([CH3:3])[O:4][C:5](=[O:6])[c:7]1[c:8]([NH2:19])[c:9]2[c:10]([n:11][c:12]([CH3:15])[n:13][cH:14]2)[n:16]([CH2:25][CH2:26][CH2:27][CH3:28])[c:17]1=[O:18].